The task is: describe an organic reaction: reactants, conditions, products, and yield. This data is from the Open Reaction Database (ORD), a public repository of structured organic reaction records. The reactants are ClC1(NC=C(C=C1)C(F)(F)F)OC1=CC=C(OC(C(=O)OCC)C)C=C1 (ethyl 2-[4-(2-chloro-5-trifluoromethyl-2-pyridyloxy)-phenoxy]-propionate), FC(C=1C=C(C=CC1)CC#N)(F)F (α-(3-trifluoromethylphenyl)-acetonitrile), metal, [Na] (sodium), Cl (hydrochloric acid). Solvent: C(C)O (ethanol). The product is C(#N)C(C(C(C)OC1=CC=C(C=C1)OC1=NC=C(C=C1Cl)C(F)(F)F)=O)C1=CC(=CC=C1)C(F)(F)F (1-cyano-1-(3-trifluoromethylphenyl)-3-[4-(3-chloro-5-trifluoromethyl-2-pyridyloxy)phenoxy]-2-butanone). The yield is 56.0%. RXN SMILES: Cl[C:2]1([O:12][C:13]2[CH:26]=[CH:25][C:16]([O:17][CH:18]([CH3:24])[C:19](OCC)=[O:20])=[CH:15][CH:14]=2)[CH:7]=[CH:6][C:5]([C:8]([F:11])([F:10])[F:9])=[CH:4][NH:3]1.[F:27][C:28]([F:39])([F:38])[C:29]1[CH:30]=[C:31]([CH2:35][C:36]#[N:37])[CH:32]=[CH:33][CH:34]=1.[Na].[ClH:41]>C(O)C>[C:36]([CH:35]([C:31]1[CH:32]=[CH:33][CH:34]=[C:29]([C:28]([F:38])([F:39])[F:27])[CH:30]=1)[C:19](=[O:20])[CH:18]([O:17][C:16]1[CH:25]=[CH:26][C:13]([O:12][C:2]2[C:7]([Cl:41])=[CH:6][C:5]([C:8]([F:11])([F:10])[F:9])=[CH:4][N:3]=2)=[CH:14][CH:15]=1)[CH3:24])#[N:37] |^1:39|. Procedure: 3.0 Grams of ethyl 2-[4-(2-chloro-5-trifluoromethyl-2-pyridyloxy)-phenoxy]-propionate and 1.42 g of α-(3-trifluoromethylphenyl)-acetonitrile were added to a solution of 0.37 g of metal sodium in 50 ml of ethanol, and refluxed under heat for 3 hours. The reaction mixture was added to an aqueous solution of dilute hydrochloric acid, and the mixture was subjected to extraction with chloroform, the extract was concentrated. The residue was separated and purified by column chromatography to give 2.28... The product is C(C)(=O)N(C(C)C=1C(=C(C=CC1)NC1=C(C(=O)O)C=CC=C1)Cl)O (2-[[3-[1-[acetylhydroxyamino)ethyl]-2-chlorophenyl]amino]benzoic acid). Procedure details: 2-[[3-[1-(Acetylhydroxyamino)ethyl]-2-chlorophenyl]amino]benzoic acid methyl ester (0.24 g, 0.7 mmol) is suspended in 150 mL of 1 N potassium hydroxide containing 10 mL methanol. The reaction mixture is stirred until all the solid is dissolved (about 2 hours). It is acidified to pH=1 with concentrated HCl and the resulting precipitate is collected by filtration. Recrystallization from ethyl acetate gives 2-[[3-[1-[acetylhydroxyamino)ethyl]-2-chlorophenyl]amino]benzoic acid (74 mg, 32 %) as a hyd... The yield is 30.3%. Starting materials: COC(C1=C(C=CC=C1)NC1=C(C(=CC=C1)C(C)N(O)C(C)=O)Cl)=O (2-[[3-[1-(Acetylhydroxyamino)ethyl]-2-chlorophenyl]amino]benzoic acid methyl ester), Cl (HCl). As a reaction SMILES: C[O:2][C:3](=[O:25])[C:4]1[CH:9]=[CH:8][CH:7]=[CH:6][C:5]=1[NH:10][C:11]1[CH:16]=[CH:15][CH:14]=[C:13]([CH:17]([N:19]([C:21](=[O:23])[CH3:22])[OH:20])[CH3:18])[C:12]=1[Cl:24].Cl>[OH-].[K+]>[C:21]([N:19]([OH:20])[CH:17]([C:13]1[C:12]([Cl:24])=[C:11]([NH:10][C:5]2[CH:6]=[CH:7][CH:8]=[CH:9][C:4]=2[C:3]([OH:25])=[O:2])[CH:16]=[CH:15][CH:14]=1)[CH3:18])(=[O:23])[CH3:22] |f:2.3|. Run in [OH-].[K+] (potassium hydroxide). Starting materials: C(=O)[O-].[Li+] (lithium formate), C(C)(C)N(CC)C(C)C (diisopropylethylamine), C(C)(=O)OC(C)=O (acetic anhydride), IC1=C(C=CC=C1)C1=CC=C(C=C1)CN1C(=NC2=C1C=C(C=C2C)C2=NC1=C(N2C)C=CC=C1)CCC (3′-(2′-iodo-biphenyl-4-ylmethyl)-1,7′-dimethyl-2′-propyl-1H,3′H-[2,5′]bibenzoimidazolyl), [Li+].[Cl-] (LiCl). The reagents and catalysts are C=1C=CC(=CC1)/C=C/C(=O)/C=C/C2=CC=CC=C2.C=1C=CC(=CC1)/C=C/C(=O)/C=C/C2=CC=CC=C2.C=1C=CC(=CC1)/C=C/C(=O)/C=C/C2=CC=CC=C2.[Pd].[Pd] (Pd2(dba)3). The solvent is CN(C=O)C (dimethylformamide), CN(C=O)C (DMF). Conditions: temperature 80 celsius, time 3 hour. Product: CCCC1=NC=2C(=CC(=CC2N1CC=3C=CC(=CC3)C=4C=CC=CC4C(=O)O)C5=NC=6C=CC=CC6N5C)C (telmisartan). As a reaction SMILES: [CH:1]([O-:3])=[O:2].[Li+].C(N(C(C)C)CC)(C)C.C(OC(=O)C)(=O)C.I[C:22]1[CH:27]=[CH:26][CH:25]=[CH:24][C:23]=1[C:28]1[CH:33]=[CH:32][C:31]([CH2:34][N:35]2[C:39]3[CH:40]=[C:41]([C:45]4[N:49]([CH3:50])[C:48]5[CH:51]=[CH:52][CH:53]=[CH:54][C:47]=5[N:46]=4)[CH:42]=[C:43]([CH3:44])[C:38]=3[N:37]=[C:36]2[CH2:55][CH2:56][CH3:57])=[CH:30][CH:29]=1.[Li+].[Cl-]>CN(C)C=O.C1C=CC(/C=C/C(/C=C/C2C=CC=CC=2)=O)=CC=1.C1C=CC(/C=C/C(/C=C/C2C=CC=CC=2)=O)=CC=1.C1C=CC(/C=C/C(/C=C/C2C=CC=CC=2)=O)=CC=1.[Pd].[Pd]>[CH3:57][CH2:56][CH2:55][C:36]1[N:35]([CH2:34][C:31]2[CH:30]=[CH:29][C:28]([C:23]3[CH:22]=[CH:27][CH:26]=[CH:25][C:24]=3[C:1]([OH:3])=[O:2])=[CH:33][CH:32]=2)[C:39]2[CH:40]=[C:41]([C:45]3[N:49]([CH3:50])[C:48]4[CH:51]=[CH:52][CH:53]=[CH:54][C:47]=4[N:46]=3)[CH:42]=[C:43]([CH3:44])[C:38]=2[N:37]=1 |f:0.1,5.6,8.9.10.11.12|. Procedure: A solution of lithium formate (262 mg, 3 eq), diisopropylethylamine (DIEA; 0.58 mL, 2 eq), acetic anhydride (0.32 mL, 2 eq) in anhydrous dimethylformamide (DMF; 2 mL) was stirred at room temperature for 1 hour. Then, 3′-(2′-iodo-biphenyl-4-ylmethyl)-1,7′-dimethyl-2′-propyl-1H,3′H-[2,5′]bibenzoimidazolyl (1 g, 1.68 mmol), Pd2(dba)3 (38 mg, 0.025 eq, dba is dibenzylideneacetone), LiCl (211 mg, 3 eq) in anhydrous DMF (4 mL) were added. The reaction mixture was stirred at 80° C. for 3 h, filtered an...